Dataset: the Open Reaction Database (ORD), a public repository of structured organic reaction records. Task: describe an organic reaction: reactants, conditions, products, and yield The reactants are COC1=C(C=CC=C1)C1=CCC2=CC=C(C=C12)Cl (2-(5-Chloro-1H-inden-3-yl)phenyl methyl ether), C(C)#N (acetonitrile), FC(C(=O)O)(F)F (trifluoroacetic acid), I(=O)(=O)(=O)[O-].[Na+] (sodium periodate). The reagents and catalysts are O.[Ru](Cl)(Cl)Cl (ruthenium(III) chloride hydrate). The solvent is O (water), CCCCCC (hexane). Run at time 48 hour. Product: ClC1=CC(=C(C=C1)CC(=O)O)C(C1=C(C=CC=C1)OC)=O ([4-Chloro-2-(2-methoxybenzoyl)phenyl]acetic acid). As a reaction SMILES: [CH3:1][O:2][C:3]1[CH:8]=[CH:7][CH:6]=[CH:5][C:4]=1[C:9]1[C:17]2[C:12](=[CH:13][CH:14]=[C:15]([Cl:18])[CH:16]=2)CC=1.C(#N)C.I([O-])(=O)(=O)=[O:23].[Na+].F[C:29](F)(F)[C:30]([OH:32])=[O:31]>O.[Ru](Cl)(Cl)Cl.O.CCCCCC>[Cl:18][C:15]1[CH:14]=[CH:13][C:12]([CH2:29][C:30]([OH:32])=[O:31])=[C:17]([C:9](=[O:23])[C:4]2[CH:5]=[CH:6][CH:7]=[CH:8][C:3]=2[O:2][CH3:1])[CH:16]=1 |f:2.3,5.6|. Procedure details: 12.02 g of the compound from Example 17A (44.76 mol) are mixed with 120 ml of acetonitrile, 120 ml of hexane and 180 ml of water. 39.25 g of sodium periodate (183.51 mol) and 0.18 g of ruthenium(III) chloride hydrate (0.81 mol) are added, and the mixture is stirred at room temperature for 48 h. For working up, the reaction mixture is acidified with a 5% aqueous trifluoroacetic acid solution and extracted three times with methylene chloride. The combined organic phases are washed with saturated s... Starting materials: CCOC(C)=O, CC(C)(C)OC(=O)NCC(CN1CCSCC1)SCc1ccccc1, CCOC(C)=O, CO, Cl. The product is NCC(CN1CCSCC1)SCc1ccccc1. RXN SMILES: [C:32]([O:33][CH2:34][CH3:35])(=[O:36])[CH3:37].[CH2:1]([c:2]1[cH:3][cH:4][cH:5][cH:6][cH:7]1)[S:8][CH:9]([CH2:10][NH:11][C:12](=[O:13])[O:14][C:15]([CH3:16])([CH3:17])[CH3:18])[CH2:19][N:20]1[CH2:21][CH2:22][S:23][CH2:24][CH2:25]1.[CH3:26][CH2:27][O:28][C:29](=[O:30])[CH3:31].[CH3:39][OH:40].[ClH:38]>>[CH2:1]([c:2]1[cH:3][cH:4][cH:5][cH:6][cH:7]1)[S:8][CH:9]([CH2:10][NH2:11])[CH2:19][N:20]1[CH2:21][CH2:22][S:23][CH2:24][CH2:25]1.